Dataset: the Open Reaction Database (ORD), a public repository of structured organic reaction records. Task: describe an organic reaction: reactants, conditions, products, and yield The reactants are NC1=C(C(=O)O)C=CC=N1 (2-aminonicotinic acid), C(=O)(OCC)C=1C=C2C(C(NC2=CC1)=O)=O (5-carboethoxyisatin), FC=1C=C2C(C(NC2=CC1)=O)=O (5-fluoroisatin). Product: C(=O)(OCC)C=1C=C2C(C3=NC4=CC=CC=C4C(N3C2=CC1)=O)=O (8-Carboethoxyindolo[2,1-b]quinazoline-6,12-dione). Yield: 30.0%. As a reaction SMILES: NC1N=CC=CC=1C(O)=O.[C:11]([C:16]1[CH:17]=[C:18]2[C:22](=[CH:23][CH:24]=1)[NH:21][C:20](=O)[C:19]2=[O:26])([O:13][CH2:14][CH3:15])=[O:12].F[C:28]1[CH:29]=[C:30]2[C:34](=[CH:35][CH:36]=1)[NH:33]C(=O)[C:31]2=[O:38]>>[C:11]([C:16]1[CH:17]=[C:18]2[C:22](=[CH:23][CH:24]=1)[N:21]1[C:20](=[N:33][C:34]3[C:30]([C:31]1=[O:38])=[CH:29][CH:28]=[CH:36][CH:35]=3)[C:19]2=[O:26])([O:13][CH2:14][CH3:15])=[O:12]. Reported procedure: Using the procedure in Example 56 and substituting 2-aminobenzoic acid for 2-aminonicotinic acid and 5-carboethoxyisatin for 5-fluoroisatin gave the title compound in 30% yield: mp 270.5°-272.7° C.; 1H NMR (300 MHz, CDCl3) δ 8.71 (d, 1H) 8.59 (s, 1H) 8.42-8.54 (m, 2H) 8.05 (d, 1H) 7.84-7.94 (m, 1H) 7.66-7.76 (m, 1H) 4.38-4.5 (m, 2H) 1.4-1.5 (m, 3H).